This data is from the Open Reaction Database (ORD), a public repository of structured organic reaction records. The task is: describe an organic reaction: reactants, conditions, products, and yield Run at temperature 70 celsius, time 38 hour. RXN SMILES: [C:1]([C:3]1[C:4]([O:23][CH3:24])=[C:5]([NH:16]C(=O)C(F)(F)F)[C:6]([F:15])=[C:7]([C:9]2[CH:14]=[CH:13][CH:12]=[CH:11][CH:10]=2)[CH:8]=1)#[N:2].C(=O)([O-])[O-].[K+].[K+]>CO>[NH2:16][C:5]1[C:4]([O:23][CH3:24])=[C:3]([C:1]#[N:2])[CH:8]=[C:7]([C:9]2[CH:14]=[CH:13][CH:12]=[CH:11][CH:10]=2)[C:6]=1[F:15] |f:1.2.3|. Starting materials: C(#N)C=1C(=C(C(=C(C1)C1=CC=CC=C1)F)NC(C(F)(F)F)=O)OC (N-(5-Cyano-2-fluoro-4-methoxybiphenyl-3-yl)-2,2,2-trifluoroacetamide), C([O-])([O-])=O.[K+].[K+] (potassium carbonate). Procedure: N-(5-Cyano-2-fluoro-4-methoxybiphenyl-3-yl)-2,2,2-trifluoroacetamide 233) (2.78 g, 8.22 mmol) was dissolved in methanol (31.8 ml), and at room temperature, aqueous 15 wt. % potassium carbonate solution (31.8 ml, 34.5 mmol) was added. This was stirred at 70° C. for 38 hours. After cooling to room temperature, methanol was evaporated away under reduced pressure, and the resulting residue was extracted with ethyl acetate. The organic layer was separated, and the aqueous layer was again extracted wi... Isolated yield 92.0%. Product: NC=1C(=C(C=C(C1F)C1=CC=CC=C1)C#N)OC (5-Amino-6-fluoro-4-methoxybiphenyl-3-carbonitrile). The solvent is CO (methanol). Reactants: COC(=O)C1(NC(C=2NC3=CC=C(C=C3C2C1)OC)C1=CC(=CC=C1)O)C ((1RS,3SR)-1-(3-Hydroxy-phenyl)-6-methoxy-3-methyl-2,3,4,9-tetrahydro-1H-beta-carboline-3-carboxylic acid methyl ester), BrCCN=C=O (bromoethyl isocyanate). Solvent: CC(CC)=O (2-butanon). Yields the product BrCCN1C(C2(N(C(C=3NC4=CC=C(C=C4C3C2)OC)C2=CC(=CC=C2)O)C1=O)C)=O ((3aSR,10RS)-2-(2-Bromo-ethyl)-10-(3-hydroxy-phenyl)-6-methoxy-3a-methyl-3a,4,9,10-tetrahydro-2,9,10a-triaza-cyclopenta[b]fluorene-1,3-dione). Yield: 74.0%. As a reaction SMILES: CO[C:3]([C:5]1([CH3:27])[CH2:17][C:16]2[C:15]3[C:10](=[CH:11][CH:12]=[C:13]([O:18][CH3:19])[CH:14]=3)[NH:9][C:8]=2[CH:7]([C:20]2[CH:25]=[CH:24][CH:23]=[C:22]([OH:26])[CH:21]=2)[NH:6]1)=[O:4].[Br:28][CH2:29][CH2:30][N:31]=[C:32]=[O:33]>CC(=O)CC>[Br:28][CH2:29][CH2:30][N:31]1[C:32](=[O:33])[N:6]2[CH:7]([C:20]3[CH:25]=[CH:24][CH:23]=[C:22]([OH:26])[CH:21]=3)[C:8]3[NH:9][C:10]4[C:15]([C:16]=3[CH2:17][C:5]2([CH3:27])[C:3]1=[O:4])=[CH:14][C:13]([O:18][CH3:19])=[CH:12][CH:11]=4. Reported procedure: To a solution of 3.17 g (1RS,3SR)-1-(3-Hydroxy-phenyl)-6-methoxy-3-methyl-2,3,4,9-tetrahydro-1H-beta-carboline-3-carboxylic acid methyl ester in 35 ml 2-butanon are added 860 μl bromoethyl isocyanate. The mixture is heated to reflux for 7 h and is stirred at room temperature over night. The precipitated compound is filtered and washed with 2-butanon. 3.09 g (74%) of the title compound are obtained. m.p.: 299-302° C., MS: m/z (MH+)=484.0/486.0 Reactants: CC(=O)[O-], CCOC(C)=O, CCO, CC(=O)O, N#CCC(=O)NCc1ccc(Cl)nc1, Cl, Nc1ccc(C(F)(F)F)cc1, [Na+], [Na+], [Na+], [Na+], O=[N+]([O-])[O-], O=C([O-])[O-], O. The product is N#CC(=NNc1ccc(C(F)(F)F)cc1)C(=O)NCc1ccc(Cl)nc1. As a reaction SMILES: [CH3:33][C:34](=[O:35])[O-:36].[CH3:44][CH2:45][O:46][C:47](=[O:48])[CH3:49].[CH3:50][CH2:51][OH:52].[CH3:53][C:54](=[O:55])[OH:56].[Cl:18][c:19]1[cH:20][cH:21][c:22]([CH2:25][NH:26][C:27]([CH2:28][C:29]#[N:30])=[O:31])[cH:23][n:24]1.[ClH:12].[F:1][C:2]([c:3]1[cH:4][cH:5][c:6]([NH2:7])[cH:8][cH:9]1)([F:10])[F:11].[Na+:13].[Na+:32].[Na+:37].[Na+:38].[O-:14][N+:15](=[O:16])[O-:17].[O-:39][C:40](=[O:41])[O-:42].[OH2:43]>>[F:1][C:2]([c:3]1[cH:4][cH:5][c:6]([NH:7][N:15]=[C:28]([C:27]([NH:26][CH2:25][c:22]2[cH:21][cH:20][c:19]([Cl:18])[n:24][cH:23]2)=[O:31])[C:29]#[N:30])[cH:8][cH:9]1)([F:10])[F:11]. Starting materials: CS(C)=O, [Cl-], ClCC[NH+]1CCCC1, [I-], [K+], [Na+], CC(C)(C)OC(=O)N1CCC(c2nc(C3CCOCC3)c[nH]2)CC1, [OH-]. Product: CC(C)(C)OC(=O)N1CCC(c2nc(C3CCOCC3)cn2CCN2CCCC2)CC1. RXN SMILES: [CH3:38][S:39](=[O:40])[CH3:41].[Cl-:29].[Cl:30][CH2:31][CH2:32][NH+:33]1[CH2:34][CH2:35][CH2:36][CH2:37]1.[I-:28].[K+:26].[Na+:27].[O:1]1[CH2:2][CH2:3][CH:4]([c:7]2[n:8][c:9]([CH:12]3[CH2:13][CH2:14][N:15]([C:18](=[O:19])[O:20][C:21]([CH3:22])([CH3:23])[CH3:24])[CH2:16][CH2:17]3)[nH:10][cH:11]2)[CH2:5][CH2:6]1.[OH-:25]>>[O:1]1[CH2:2][CH2:3][CH:4]([c:7]2[n:8][c:9]([CH:12]3[CH2:13][CH2:14][N:15]([C:18](=[O:19])[O:20][C:21]([CH3:22])([CH3:23])[CH3:24])[CH2:16][CH2:17]3)[n:10]([CH2:31][CH2:32][N:33]3[CH2:34][CH2:35][CH2:36][CH2:37]3)[cH:11]2)[CH2:5][CH2:6]1. Starting materials: [BH3-]C#N, CC(=O)O, C=O, CC#N, [Na+], O=C(O)CNc1ccccc1. Yields the product CN(CC(=O)O)c1ccccc1. RXN SMILES: [C:14]([BH3-:15])#[N:16].[C:18]([OH:19])(=[O:20])[CH3:21].[CH2:12]=[O:13].[CH3:22][C:23]#[N:24].[Na+:17].[OH:1][C:2](=[O:3])[CH2:4][NH:5][c:6]1[cH:7][cH:8][cH:9][cH:10][cH:11]1>>[OH:1][C:2](=[O:3])[CH2:4][N:5]([c:6]1[cH:7][cH:8][cH:9][cH:10][cH:11]1)[CH3:14]. Starting materials: ClC=1C=C(C=C(C1OC1=CC(=C(C=C1)OC)C(C)C)Cl)[N+](=O)[O-] (3,5-Dichloro-4-(3'-isopropyl-4'-methoxyphenoxy)-nitrobenzene), B(Br)(Br)Br (boron tribromide). The solvent is ClCCl (dichloromethane), ClCCl (dichloromethane). Reaction conditions: time 18 hour. Product: ClC=1C=C(C=C(C1OC1=CC(=C(C=C1)O)C(C)C)Cl)[N+](=O)[O-] (3,5-dichloro-4-(3'-isopropyl-4'-hydroxyphenoxy)-nitrobenzene). As a reaction SMILES: [Cl:1][C:2]1[CH:3]=[C:4]([N+:21]([O-:23])=[O:22])[CH:5]=[C:6]([Cl:20])[C:7]=1[O:8][C:9]1[CH:14]=[CH:13][C:12]([O:15]C)=[C:11]([CH:17]([CH3:19])[CH3:18])[CH:10]=1.B(Br)(Br)Br>ClCCl>[Cl:1][C:2]1[CH:3]=[C:4]([N+:21]([O-:23])=[O:22])[CH:5]=[C:6]([Cl:20])[C:7]=1[O:8][C:9]1[CH:14]=[CH:13][C:12]([OH:15])=[C:11]([CH:17]([CH3:19])[CH3:18])[CH:10]=1. Procedure: 3,5-Dichloro-4-(3'-isopropyl-4'-methoxyphenoxy)-nitrobenzene (10.63 g) in 100 ml. dichloromethane is cooled in a dry ice/acetone bath and 60 ml of 1M boron tribromide in dichloromethane is added at less than -40°. After addition is completed, the mixture is stirred 18 hours at room temperature, poured into ice, and extracted twice with ethyl acetate. The combined organic layers are dried, filtered, and stripped to yield 3,5-dichloro-4-(3'-isopropyl-4'-hydroxyphenoxy)-nitrobenzene. NMR(CDCl3): δ1...